Task: describe an organic reaction: reactants, conditions, products, and yield. Dataset: the Open Reaction Database (ORD), a public repository of structured organic reaction records Starting materials: BrCc1cccc(Br)c1, CCO, CCOC(C)=O, [K+], O=C1CNC(=O)N1, [OH-]. The product is O=C1CNC(=O)N1Cc1cccc(Br)c1. RXN SMILES: [Br:10][c:11]1[cH:12][c:13]([CH2:14][Br:15])[cH:16][cH:17][cH:18]1.[CH3:19][CH2:20][OH:21].[CH3:22][CH2:23][O:24][C:25]([CH3:26])=[O:27].[K+:9].[O:1]=[C:2]1[CH2:3][NH:4][C:5](=[O:6])[NH:7]1.[OH-:8]>>[O:1]=[C:2]1[CH2:3][NH:4][C:5](=[O:6])[N:7]1[CH2:14][c:13]1[cH:12][c:11]([Br:10])[cH:18][cH:17][cH:16]1. Reactants: O=S(=O)(Cl)c1ccc(OC(F)(F)C(F)(F)Br)cc1OC(F)(F)C(F)(F)Br, CC#N, [F-], [K+]. Yields the product O=S(=O)(F)c1ccc(OC(F)(F)C(F)(F)Br)cc1OC(F)(F)C(F)(F)Br. Reaction SMILES: [Br:1][C:2]([C:3]([O:4][c:5]1[c:6]([S:19](=[O:20])(=[O:21])[Cl:22])[cH:7][cH:8][c:9]([O:11][C:12]([C:13]([Br:14])([F:15])[F:16])([F:17])[F:18])[cH:10]1)([F:23])[F:24])([F:25])[F:26].[CH3:29][C:30]#[N:31].[F-:27].[K+:28]>>[Br:1][C:2]([C:3]([O:4][c:5]1[c:6]([S:19](=[O:20])(=[O:21])[F:27])[cH:7][cH:8][c:9]([O:11][C:12]([C:13]([Br:14])([F:15])[F:16])([F:17])[F:18])[cH:10]1)([F:23])[F:24])([F:25])[F:26].